This data is from the Open Reaction Database (ORD), a public repository of structured organic reaction records. The task is: describe an organic reaction: reactants, conditions, products, and yield Starting materials: C(C)N1C=NC(=C1)C1=CC2=NC=CC(=C2S1)OC1=C(C=C(C=C1)NC(CC(=O)NC1=CC=CC=C1)=O)F (N1-(4-(2-(1-ethyl-1H-imidazol-4-yl)thieno[3,2-b]pyridin-7-yloxy)-3-fluorophenyl)-N3-phenylmalonamide), O=C(CC(=O)O)NC1=CC=CC=C1 (3-oxo-3-(phenylamino)propanoic acid), acid 205. Yields the product C(C)N1C=NC(=C1)C1=CC2=NC=CC(=C2S1)OC1=C(C=C(C=C1)NC(=O)C1C(N(CC1)C1=CC=CC=C1)=O)F (N-(4-(2-(1-Ethyl-1H-imidazol-4-yl)thieno[3,2-b]pyridin-7-yloxy)-3-fluorophenyl)-2-oxo-1-phenylpyrrolidine-3-carboxamide). The yield is 40.0%. As a reaction SMILES: [CH2:1]([N:3]1[CH:7]=[C:6]([C:8]2[S:16][C:15]3[C:10](=[N:11][CH:12]=[CH:13][C:14]=3[O:17][C:18]3[CH:23]=[CH:22][C:21]([NH:24][C:25](=[O:36])[CH2:26][C:27]([NH:29][C:30]4[CH:35]=[CH:34][CH:33]=[CH:32][CH:31]=4)=[O:28])=[CH:20][C:19]=3[F:37])[CH:9]=2)[N:5]=[CH:4]1)[CH3:2].O=[C:39](NC1C=CC=CC=1)[CH2:40]C(O)=O>>[CH2:1]([N:3]1[CH:7]=[C:6]([C:8]2[S:16][C:15]3[C:10](=[N:11][CH:12]=[CH:13][C:14]=3[O:17][C:18]3[CH:23]=[CH:22][C:21]([NH:24][C:25]([CH:26]4[CH2:40][CH2:39][N:29]([C:30]5[CH:35]=[CH:34][CH:33]=[CH:32][CH:31]=5)[C:27]4=[O:28])=[O:36])=[CH:20][C:19]=3[F:37])[CH:9]=2)[N:5]=[CH:4]1)[CH3:2]. Procedure: Following the procedure described above for the synthesis of compound 5d (scheme 4), but replacing acid 1 with the acid 205, title compound 204 was obtained in 40% yield. 1HNMR (DMSO-d6) δ(ppm): 10.72 (s, 1H), 8.49 (d, J=5.7 Hz, 1H), 8.06 (d, J=1.0 Hz, 1H), 7.96-7.90 (m, 2H), 7.72 (s, 1H), 7.67-7.65 (m, 2H), 7.53-7.49 (m, 2H), 7.41-7.37 (m, 2H), 7.16 (t, J=7.2 Hz, 1H), 6.70 (d, J=5.5 Hz, 1H), 4.06 (q, 2H), 3.93 (m, 2H), 3.77 (t, J=8.2 Hz, 1H), 4.42 (m, 2H), 1.40 (t, 3H). MS (m/z): 542.0 (M+H). Reactants: COC=1C=C(CC2NCCC3=CC(=C(C=C23)OC(C)C)OC)C=CC1OC (1-(3,4-Dimethoxy-benzyl)-6-methoxy-7-isopropoxy-1,2,3,4-tetrahydroisoquinoline), BrCC(=O)Br (2-bromoacetyl bromide), CC1CCC(C2=CC=CC=C12)N (4-methyl-1,2,3,4-tetrahydro-1-naphthylamine). Yields the product COC=1C=C(CC2N(CCC3=CC(=C(C=C23)OC(C)C)OC)CC(=O)NC2CCC(C3=CC=CC=C23)C)C=CC1OC (2-[1-(3,4-Dimethoxy-benzyl)-6-methoxy-7-isopropoxy-3,4-dihydro-1H-isoquinolin-2-yl]-N-(4-methyl-1,2,3,4-tetrahydronaphthalen-1-yl)-acetamide). Reaction SMILES: [CH3:1][O:2][C:3]1[CH:4]=[C:5]([CH:23]=[CH:24][C:25]=1[O:26][CH3:27])[CH2:6][CH:7]1[C:16]2[C:11](=[CH:12][C:13]([O:21][CH3:22])=[C:14]([O:17][CH:18]([CH3:20])[CH3:19])[CH:15]=2)[CH2:10][CH2:9][NH:8]1.Br[CH2:29][C:30](Br)=[O:31].[CH3:33][CH:34]1[C:43]2[C:38](=[CH:39][CH:40]=[CH:41][CH:42]=2)[CH:37]([NH2:44])[CH2:36][CH2:35]1>>[CH3:1][O:2][C:3]1[CH:4]=[C:5]([CH:23]=[CH:24][C:25]=1[O:26][CH3:27])[CH2:6][CH:7]1[C:16]2[C:11](=[CH:12][C:13]([O:21][CH3:22])=[C:14]([O:17][CH:18]([CH3:20])[CH3:19])[CH:15]=2)[CH2:10][CH2:9][N:8]1[CH2:29][C:30]([NH:44][CH:37]1[C:38]2[C:43](=[CH:42][CH:41]=[CH:40][CH:39]=2)[CH:34]([CH3:33])[CH2:35][CH2:36]1)=[O:31]. Procedure details: prepared by reaction of 1-(3,4-Dimethoxy-benzyl)-6-methoxy-7-isopropoxy-1,2,3,4-tetrahydroisoquinoline and 2-bromoacetyl bromide with 4-methyl-1,2,3,4-tetrahydro-1-naphthylamine The reactants are FC1=CC=C(C=C1)C=1OC2=C(C1C(NC)=O)C=C(C=C2)C=2C=C(C(=O)O)C=CC2C (3-(2-(4-fluorophenyl)-3-(methylcarbamoyl)benzofuran-5-yl)-4-methylbenzoic acid), CC1=CN=C(O1)C1(CC1)N (1-(5-methyloxazol-2-yl)cyclopropanamine), CCN=C=NCCCN(C)C.Cl (EDCI.HCl), C=1C=CC2=C(C1)N=NN2O (HOBT), TEA. Run in ClCCl (dichloromethane), O (water). Reaction conditions: time 18 hour. The product is FC1=CC=C(C=C1)C=1OC2=C(C1C(=O)NC)C=C(C=C2)C2=C(C=CC(=C2)C(NC2(CC2)C=2OC(=CN2)C)=O)C (2-(4-Fluorophenyl)-N-methyl-5-(2-methyl-5-(1-(5-methyloxazol-2-yl)cyclopropylcarbamoyl)phenyl)benzofuran-3-carboxamide). As a reaction SMILES: [F:1][C:2]1[CH:7]=[CH:6][C:5]([C:8]2[O:9][C:10]3[CH:20]=[CH:19][C:18]([C:21]4[CH:22]=[C:23]([CH:27]=[CH:28][C:29]=4[CH3:30])[C:24](O)=[O:25])=[CH:17][C:11]=3[C:12]=2[C:13](=[O:16])[NH:14][CH3:15])=[CH:4][CH:3]=1.[CH3:31][C:32]1[O:36][C:35]([C:37]2([NH2:40])[CH2:39][CH2:38]2)=[N:34][CH:33]=1.CCN=C=NCCCN(C)C.Cl.C1C=CC2N(O)N=NC=2C=1>ClCCl.O>[F:1][C:2]1[CH:3]=[CH:4][C:5]([C:8]2[O:9][C:10]3[CH:20]=[CH:19][C:18]([C:21]4[CH:22]=[C:23]([C:24](=[O:25])[NH:40][C:37]5([C:35]6[O:36][C:32]([CH3:31])=[CH:33][N:34]=6)[CH2:39][CH2:38]5)[CH:27]=[CH:28][C:29]=4[CH3:30])=[CH:17][C:11]=3[C:12]=2[C:13]([NH:14][CH3:15])=[O:16])=[CH:6][CH:7]=1 |f:2.3|. Procedure: 3-(2-(4-fluorophenyl)-3-(methylcarbamoyl)benzofuran-5-yl)-4-methylbenzoic acid (0.2 g, 0.5 mmol, 1 eq), 1-(5-methyloxazol-2-yl)cyclopropanamine (0.082 g, 0.6 mmol, 1.1 eq), EDCI.HCl (0.105 g, 0.54 mmol, 1.1 eq), HOBT (0.067 g, 0.5 mmol, 1.0 eq) and TEA (0.21 ml, 1.5 mmol, 3 eq) were dissolved in dichloromethane and the above mixture was stirred at room temperature for 18 h. The mixture was then added with water. The organic layer was separated, washed with water and concentrated to give the crud...